This data is from the Open Reaction Database (ORD), a public repository of structured organic reaction records. The task is: describe an organic reaction: reactants, conditions, products, and yield The reactants are Fc1ccc(CBr)cc1Cl, O=C1C(=O)c2ccccc2C2=C1SCC1(CCNCC1)O2. Yields the product O=C1C(=O)c2ccccc2C2=C1SCC1(CCN(Cc3ccc(F)c(Cl)c3)CC1)O2. Reaction SMILES: [Br:22][CH2:23][c:24]1[cH:25][c:26]([Cl:31])[c:27]([F:30])[cH:28][cH:29]1.[NH:1]1[CH2:2][CH2:3][C:4]2([CH2:5][S:6][C:7]3=[C:8]([O:9]2)[c:10]2[cH:11][cH:12][cH:13][cH:14][c:15]2[C:16](=[O:19])[C:17]3=[O:18])[CH2:20][CH2:21]1>>[N:1]1([CH2:23][c:24]2[cH:25][c:26]([Cl:31])[c:27]([F:30])[cH:28][cH:29]2)[CH2:2][CH2:3][C:4]2([CH2:5][S:6][C:7]3=[C:8]([O:9]2)[c:10]2[cH:11][cH:12][cH:13][cH:14][c:15]2[C:16](=[O:19])[C:17]3=[O:18])[CH2:20][CH2:21]1. Reactants: COc1ccc(C(OCC2OC(n3ccc(NC(=O)c4ccccc4)nc3=O)CC2O)(c2ccccc2)c2ccc(OC)cc2)cc1, CC(C)O, C1CN=C2NCCCN2C1, NCCCCCO. The product is COc1ccc(C(OCC2OC(n3ccc(NCCCCCO)nc3=O)CC2O)(c2ccccc2)c2ccc(OC)cc2)cc1. RXN SMILES: [C:8]([NH:9][c:17]1[n:18][c:19](=[O:54])[n:20]([CH:21]2[CH2:22][CH:23]([OH:24])[CH:25]([CH2:26][O:27][C:28]([c:29]3[cH:30][cH:31][c:32]([O:35][CH3:36])[cH:33][cH:34]3)([c:37]3[cH:38][cH:39][c:40]([O:43][CH3:44])[cH:41][cH:42]3)[c:45]3[cH:46][cH:47][cH:48][cH:49][cH:50]3)[O:51]2)[cH:52][cH:53]1)(=[O:10])[c:11]1[cH:12][cH:13][cH:14][cH:15][cH:16]1.[CH3:65][CH:66]([OH:67])[CH3:68].[N:55]12[CH2:56][CH2:57][CH2:58][NH:59][C:60]1=[N:61][CH2:62][CH2:63][CH2:64]2.[NH2:1][CH2:2][CH2:3][CH2:4][CH2:5][CH2:6][OH:7]>>[NH:1]([CH2:2][CH2:3][CH2:4][CH2:5][CH2:6][OH:7])[c:17]1[n:18][c:19](=[O:54])[n:20]([CH:21]2[CH2:22][CH:23]([OH:24])[CH:25]([CH2:26][O:27][C:28]([c:29]3[cH:30][cH:31][c:32]([O:35][CH3:36])[cH:33][cH:34]3)([c:37]3[cH:38][cH:39][c:40]([O:43][CH3:44])[cH:41][cH:42]3)[c:45]3[cH:46][cH:47][cH:48][cH:49][cH:50]3)[O:51]2)[cH:52][cH:53]1. As a reaction SMILES: [CH3:19][OH:20].[CH3:3][O:4][C:5]([c:6]1[cH:7][cH:8][c:9]([CH:12]=[O:13])[cH:10][cH:11]1)=[O:14].[N+:15](=[O:16])([O-:17])[CH3:18].[Na+:2].[OH-:1]>>[CH3:3][O:4][C:5]([c:6]1[cH:7][cH:8][c:9]([CH:12]=[CH:18][N+:15](=[O:16])[O-:17])[cH:10][cH:11]1)=[O:14]. The product is COC(=O)c1ccc(C=C[N+](=O)[O-])cc1. Reactants: CO, COC(=O)c1ccc(C=O)cc1, C[N+](=O)[O-], [Na+], [OH-]. The reactants are methyl 2,6-O-benzyl-α-D-mannopyranoside, [(2,3-O-), (4,6-O-)]benzylidene-α-D-mannopyranoside, bis-(3,4-O-diphenylphosphino), Carbohydrate, O([C@@H]1[C@@H](O)[C@@H](O)[C@H](O)[C@H](O1)CO)C (methyl α-D-mannopyranoside), COC(C1=CC=CC=C1)OC (α,α-dimethoxytoluene), C1(=CC=C(C=C1)S(=O)(=O)O)C (p-toluenesulfonic acid), [BH4-].[Na+] (NaBH4), Cl (HCl). Run in C(C)#N (acetonitrile). The product is C(C1=CC=CC=C1)O[C@@H]1[C@@H](OC)O[C@@H]([C@H]([C@@H]1O)O)COCC1=CC=CC=C1 (Methyl 2,6-di-O-benzyl-α-D-mannopyranoside). As a reaction SMILES: [O:1]([CH3:13])[C@H:2]1[O:10][C@H:9]([CH2:11][OH:12])[C@@H:7]([OH:8])[C@H:5]([OH:6])[C@@H:3]1[OH:4].CO[CH:16](OC)[C:17]1[CH:22]=[CH:21][CH:20]=[CH:19][CH:18]=1.[C:25]1([CH3:35])[CH:30]=[CH:29][C:28](S(O)(=O)=O)=[CH:27][CH:26]=1.[BH4-].[Na+].Cl>C(#N)C>[CH2:16]([O:4][C@H:3]1[C@@H:5]([OH:6])[C@H:7]([OH:8])[C@@H:9]([CH2:11][O:12][CH2:35][C:25]2[CH:30]=[CH:29][CH:28]=[CH:27][CH:26]=2)[O:10][C@@H:2]1[O:1][CH3:13])[C:17]1[CH:22]=[CH:21][CH:20]=[CH:19][CH:18]=1 |f:3.4|. Procedure details: A ca. 2:1 mixture of exo- and endo-isomers of bis-[(2,3-O-), (4,6-O-)]benzylidene-α-D-mannopyranoside (Carbohydrates, Ed. Collins, P. M., Chapman and Hall, New York, 1987, p. 350) was prepared by reaction of methyl α-D-mannopyranoside with 2.2 eq of α,α-dimethoxytoluene and catalytic p-toluenesulfonic acid in acetonitrile. This compound was treated with NaBH4 and HCl (Garegg, P. J.; Hultberg, H. Carbohydrate Res. 1981, 93, C10) to provide a mixture of products from which the methyl 2,6-O-benzyl-... The reactants are CC=1NC=C(N1)C(=O)O (2-methyl-1H-imidazole-4-carboxylic acid), FC1=C(C=C(C#N)C=C1)F (4-fluoro-3-fluorobenzonitrile), C(=O)([O-])[O-].[K+].[K+] (K2CO3). The solvent is CN(C=O)C (N,N-dimethylformamide). Conditions: temperature 100 celsius. The product is C(#N)C1=CC(=C(C=C1)N1C(=NC(=C1)C(=O)O)C)F (1-(4-Cyano-2-fluorophenyl)-2-methyl-1H-imidazole-4-carboxylic acid). RXN SMILES: [CH3:1][C:2]1[NH:3][CH:4]=[C:5]([C:7]([OH:9])=[O:8])[N:6]=1.F[C:11]1[CH:18]=[CH:17][C:14]([C:15]#[N:16])=[CH:13][C:12]=1[F:19].C([O-])([O-])=O.[K+].[K+]>CN(C)C=O>[C:15]([C:14]1[CH:17]=[CH:18][C:11]([N:3]2[CH:4]=[C:5]([C:7]([OH:9])=[O:8])[N:6]=[C:2]2[CH3:1])=[C:12]([F:19])[CH:13]=1)#[N:16] |f:2.3.4|. Procedure: A mixture of 2-methyl-1H-imidazole-4-carboxylic acid (400 mg), 4-fluoro-3-fluorobenzonitrile (0.53 g), and K2CO3 (1.3 g) in N,N-dimethylformamide (6 mL) is heated to 100° C. for 30 minutes in a microwave. The crude product is purified by HPLC. LC (method 20): tR=1.24 min; Mass spectrum (APCI): m/z=246 [M+H]+.